Dataset: the Open Reaction Database (ORD), a public repository of structured organic reaction records. Task: describe an organic reaction: reactants, conditions, products, and yield The reactants are C(C(=C)C)(=O)OCCC=C (3-butenyl methacrylate), C1=CC(=CC(=C1)Cl)C(=O)OO (m-CPBA). Solvent: C(Cl)Cl (methylene dichloride). Conditions: time 5 hour. Yields the product C(C(=C)C)(=O)OCCC1CO1 (3,4-epoxybutyl methacrylate). Reaction SMILES: [C:1]([O:6][CH2:7][CH2:8][CH:9]=[CH2:10])(=[O:5])[C:2]([CH3:4])=[CH2:3].C1C=C(Cl)C=C(C(OO)=[O:19])C=1>C(Cl)Cl>[C:1]([O:6][CH2:7][CH2:8][CH:9]1[O:19][CH2:10]1)(=[O:5])[C:2]([CH3:4])=[CH2:3]. Procedure: A solution of 3-butenyl methacrylate (5.1 g) was added slowly to the stirred solution of m-CPBA (10.2) in methylene dichloride (70 ml). The resulting solution was stirred at room temperature for 5 hours and then was washed repeatedly with a dilute aqueous solution of potassium carbonate. The solution obtained was then dried with anhydrous magnesium sulfate and evaporated. Pure 3,4-epoxybutyl methacrylate was isolated by column chromatography on silica gel. Yield 3.9 g. The reactants are C(#N)C=1C(=C2C=CN(C2=CC1)CC(NO)=N)C(F)(F)F (2-[5-cyano-4-(trifluoromethyl)-1H-indol-1-yl]-N-hydroxyethanimidamide), ClC1=C(C(=O)O)C=CC=C1Cl (2,3-dichlorobenzoic acid). The product is ClC1=C(C=CC=C1Cl)C1=NC(=NO1)CN1C=CC2=C(C(=CC=C12)C#N)C(F)(F)F (1-{[5-(2,3-Dichlorophenyl)-1,2,4-oxadiazol-3-yl]methyl}-4-(trifluoromethyl)-1H-indole-5-carbonitrile). RXN SMILES: [C:1]([C:3]1[C:4]([C:17]([F:20])([F:19])[F:18])=[C:5]2[C:9](=[CH:10][CH:11]=1)[N:8]([CH2:12][C:13](=[NH:16])[NH:14][OH:15])[CH:7]=[CH:6]2)#[N:2].[Cl:21][C:22]1[C:30]([Cl:31])=[CH:29][CH:28]=[CH:27][C:23]=1[C:24](O)=O>>[Cl:21][C:22]1[C:30]([Cl:31])=[CH:29][CH:28]=[CH:27][C:23]=1[C:24]1[O:15][N:14]=[C:13]([CH2:12][N:8]2[C:9]3[C:5](=[C:4]([C:17]([F:19])([F:20])[F:18])[C:3]([C:1]#[N:2])=[CH:11][CH:10]=3)[CH:6]=[CH:7]2)[N:16]=1. Procedure: Synthesized as described in Example 241 from 2-[5-cyano-4-(trifluoromethyl)-1H-indol-1-yl]-N-hydroxyethanimidamide and 2,3-dichlorobenzoic acid: MS (ES): m/z 438 (M+1). Starting materials: CN1CCNCC1 (N-methyl piperazine), C1(CCCC1)C1=NC=2C(NC3=C(NC2S1)C=CC=C3)=S (2-cyclopentyl-4,9-dihydro-3-thia-1,4,9-triaza-benzo{f}azulene-10-thione). Solvent: N1=CC=CC=C1 (pyridine). The product is C1(CCCC1)C1=NC=2C(=NC3=C(NC2S1)C=CC=C3)N3CCN(CC3)C (2-Cyclopentyl-10-(4-methyl-piperazin-1-yl)-4H-3-thia-1,4,9-triaza-benzo[f]azulene). Yield: 68.0%. Reaction SMILES: [CH3:1][N:2]1[CH2:7][CH2:6][NH:5][CH2:4][CH2:3]1.[CH:8]1([C:13]2[S:22][C:21]3[NH:20][C:19]4[CH:23]=[CH:24][CH:25]=[CH:26][C:18]=4[NH:17][C:16](=S)[C:15]=3[N:14]=2)[CH2:12][CH2:11][CH2:10][CH2:9]1>N1C=CC=CC=1>[CH:8]1([C:13]2[S:22][C:21]3[NH:20][C:19]4[CH:23]=[CH:24][CH:25]=[CH:26][C:18]=4[N:17]=[C:16]([N:5]4[CH2:6][CH2:7][N:2]([CH3:1])[CH2:3][CH2:4]4)[C:15]=3[N:14]=2)[CH2:12][CH2:11][CH2:10][CH2:9]1. Reported procedure: Combine N-methyl piperazine (0.264 g, 2.64 mmol) and 2-cyclopentyl-4,9-dihydro-3-thia-1,4,9-triaza-benzo{f}azulene-10-thione (0.205 g, 0.66 mmol) in 7 ml of pyridine, and heat to reflux over night. Cool to room temperature, remove pyridine, the residue purify on silica gel using 2N ammonia in methanol/ dichloromethane (1:10) as the eluent to give 165 mg foam, which recrystallize in methanol to give 110 mg of title compound: Mass spectrum (electrospray) (m/e): C20H25N5S, Cacl. Mass (M): 367.18, F... Starting materials: ClC1=CC(=C(CN2N=C(C3=CC(=CC=C23)C=O)C)C=C1)C(F)(F)F (1-(4-Chloro-2-trifluoromethyl-benzyl)-3-methyl-1H-indazole-5-carbaldehyde), C(C)(C)(C)OC(=O)N1[C@H](CN(CC1)C=1SCC(N1)=O)CO (2-(R)-Hydroxymethyl-4-(4-oxo-4,5-dihydro-thiazol-2-yl)-piperazine-1-carboxylic acid tert-butyl ester). Yields the product C(C)(C)(C)OC(=O)N1[C@H](CN(CC1)C=1SC(C(N1)=O)=CC=1C=C2C(=NN(C2=CC1)CC1=C(C=C(C=C1)Cl)C(F)(F)F)C)CO (4-{5-[1-(4-Chloro-2-trifluoromethyl-benzyl)-3-methyl-1H-indazol-5-ylmethylene]-4-oxo-4,5-dihydro-thiazol-2-yl}-2-(R)-hydroxymethyl-piperazine-1-carboxylic acid tert-butyl ester). Reaction SMILES: [Cl:1][C:2]1[CH:20]=[CH:19][C:5]([CH2:6][N:7]2[C:15]3[C:10](=[CH:11][C:12]([CH:16]=O)=[CH:13][CH:14]=3)[C:9]([CH3:18])=[N:8]2)=[C:4]([C:21]([F:24])([F:23])[F:22])[CH:3]=1.[C:25]([O:29][C:30]([N:32]1[CH2:37][CH2:36][N:35]([C:38]2[S:39][CH2:40][C:41](=[O:43])[N:42]=2)[CH2:34][C@@H:33]1[CH2:44][OH:45])=[O:31])([CH3:28])([CH3:27])[CH3:26]>>[C:25]([O:29][C:30]([N:32]1[CH2:37][CH2:36][N:35]([C:38]2[S:39][C:40](=[CH:16][C:12]3[CH:11]=[C:10]4[C:15](=[CH:14][CH:13]=3)[N:7]([CH2:6][C:5]3[CH:19]=[CH:20][C:2]([Cl:1])=[CH:3][C:4]=3[C:21]([F:24])([F:22])[F:23])[N:8]=[C:9]4[CH3:18])[C:41](=[O:43])[N:42]=2)[CH2:34][C@@H:33]1[CH2:44][OH:45])=[O:31])([CH3:28])([CH3:27])[CH3:26]. Procedure: 4-{5-[1-(4-Chloro-2-trifluoromethyl-benzyl)-3-methyl-1H-indazol-5-ylmethylene]-4-oxo-4,5-dihydro-thiazol-2-yl}-2-(R)-hydroxymethyl-piperazine-1-carboxylic acid tert-butyl ester was prepared from 1-(4-Chloro-2-trifluoromethyl-benzyl)-3-methyl-1H-indazole-5-carbaldehyde and 2-(R)-Hydroxymethyl-4-(4-oxo-4,5-dihydro-thiazol-2-yl)-piperazine-1-carboxylic acid tert-butyl ester following general procedure D. Reactants: C[N+]1([O-])CCOCC1, Cc1cc2c(C3CC3CO)cccn2n1, CC(C)O, CC#N, CCOC(C)=O. Product: Cc1cc2c(C3CC3C=O)cccn2n1. Reaction SMILES: [CH3:16][N+:17]1([O-:18])[CH2:19][CH2:20][O:21][CH2:22][CH2:23]1.[CH3:1][c:2]1[n:3][n:4]2[c:5]([c:6]([CH:10]3[CH:11]([CH2:13][OH:14])[CH2:12]3)[cH:7][cH:8][cH:9]2)[cH:15]1.[CH3:24][CH:25]([OH:26])[CH3:27].[CH3:28][C:29]#[N:30].[CH3:31][CH2:32][O:33][C:34](=[O:35])[CH3:36]>>[CH3:1][c:2]1[n:3][n:4]2[c:5]([c:6]([CH:10]3[CH:11]([CH:13]=[O:14])[CH2:12]3)[cH:7][cH:8][cH:9]2)[cH:15]1. The reactants are FC(C(=O)O)(F)F.COC([C@@H](NC(C(CCCN)CSC(C)=O)=O)CC1=CNC2=CC=CC=C12)=O (N-(2-acetylthiomethyl-5-aminopentanoyl)-L-tryptophane methyl ester trifluoroacetate), [OH-].[Na+] (sodium hydroxide), [H][H] (hydrogen). The solvent is CO (methanol). Yields the product NCCCC(C(=O)N[C@@H](CC1=CNC2=CC=CC=C12)C(=O)O)CS (N-(5-Amino-2-mercaptomethylpentanoyl)-L-tryptophane). RXN SMILES: FC(F)(F)C(O)=O.C[O:9][C:10](=[O:35])[C@H:11]([CH2:25][C:26]1[C:34]2[C:29](=[CH:30][CH:31]=[CH:32][CH:33]=2)[NH:28][CH:27]=1)[NH:12][C:13](=[O:24])[CH:14]([CH2:19][S:20]C(=O)C)[CH2:15][CH2:16][CH2:17][NH2:18].[OH-].[Na+].[H][H]>CO>[NH2:18][CH2:17][CH2:16][CH2:15][CH:14]([CH2:19][SH:20])[C:13]([NH:12][C@H:11]([C:10]([OH:35])=[O:9])[CH2:25][C:26]1[C:34]2[C:29](=[CH:30][CH:31]=[CH:32][CH:33]=2)[NH:28][CH:27]=1)=[O:24] |f:0.1,2.3|. Reported procedure: To a solution of N-(2-acetylthiomethyl-5-aminopentanoyl)-L-tryptophane methyl ester trifluoroacetate (3 g) in methanol (60 ml) N sodium hydroxide (60 ml) is added. After 4 hours the solution is applied to a column of Dowex 50 ion exchange resin in the hydrogen cycle. After washing with water, the N-(5-amino-2-mercaptomethylpentanoyl)-L-tryptophane is eluted with pyridine-acetic acid buffer at pH 6.5. Reactants: C(C)(C)(C)N1N=C(NC1=O)C=1C=C(CNC(C(F)(F)F)=O)C=CC1Cl (N-(3-(1-tert-butyl-4,5-dihydro-5-oxo-1H-1,2,4-triazol-3-yl)-4-chlorobenzyl)-2,2,2-trifluoroacetamide), [OH-].[K+] (KOH), O (water). Solvent: C1CCOC1 (THF). Product: C(C)(C)(C)N1N=C(NC1=O)C1=C(C=CC(=C1)CN)Cl (2-tert-Butyl-5-(5-(aminomethyl)-2-chlorophenyl)-2H-1,2,4-triazol-3(4H)-one). Yield: 100.6%. Reaction SMILES: [C:1]([N:5]1[C:9](=[O:10])[NH:8][C:7]([C:11]2[CH:12]=[C:13]([CH:22]=[CH:23][C:24]=2[Cl:25])[CH2:14][NH:15]C(=O)C(F)(F)F)=[N:6]1)([CH3:4])([CH3:3])[CH3:2].[OH-].[K+].O>C1COCC1>[C:1]([N:5]1[C:9](=[O:10])[NH:8][C:7]([C:11]2[CH:12]=[C:13]([CH2:14][NH2:15])[CH:22]=[CH:23][C:24]=2[Cl:25])=[N:6]1)([CH3:4])([CH3:2])[CH3:3] |f:1.2|. Procedure: The title compound was prepared according to the procedure described in Intermediate-66 by using N-(3-(1-tert-butyl-4,5-dihydro-5-oxo-1H-1,2,4-triazol-3-yl)-4-chlorobenzyl)-2,2,2-trifluoroacetamide (Example-120, 0.400 g, 1.062 mmol), KOH (0.119 g, 2.12 mmol), water (5 mL) and THF (5.0 mL) to afford 0.300 g of the desired product.